Dataset: the Open Reaction Database (ORD), a public repository of structured organic reaction records. Task: describe an organic reaction: reactants, conditions, products, and yield Reactants: Cl (HCl), C(#N)C1=CC=C(C=C1)COC=1C=C(C=C(C1)C)OS(=O)(=O)C1=C(C=CC=C1)Cl (2-chlorobenzenesulfonic acid 3-[(4-cyanophenyl)methoxy]-5-methylphenyl ester), C([O-])([O-])=O.[NH4+].[NH4+] (ammonium carbonate). Run in C(C)O (ethanol), C(Cl)Cl (methylene chloride). Reaction conditions: time 2 day. Product: Cl.C(N)(=N)C1=CC=C(C=C1)COC=1C=C(C=C(C1)C)OS(=O)(=O)C1=C(C=CC=C1)Cl (2-Chlorobenzenesulfonic Acid 3-[(4-amidinophenyl)methoxy]-5-methylphenyl Ester Hydrochloride). Yield: 147.6%. RXN SMILES: [C:1]([C:3]1[CH:8]=[CH:7][C:6]([CH2:9][O:10][C:11]2[CH:12]=[C:13]([O:18][S:19]([C:22]3[CH:27]=[CH:26][CH:25]=[CH:24][C:23]=3[Cl:28])(=[O:21])=[O:20])[CH:14]=[C:15]([CH3:17])[CH:16]=2)=[CH:5][CH:4]=1)#[N:2].Cl.C(=O)([O-])[O-].[NH4+:34].[NH4+]>C(Cl)Cl.C(O)C>[ClH:28].[C:1]([C:3]1[CH:8]=[CH:7][C:6]([CH2:9][O:10][C:11]2[CH:12]=[C:13]([O:18][S:19]([C:22]3[CH:27]=[CH:26][CH:25]=[CH:24][C:23]=3[Cl:28])(=[O:21])=[O:20])[CH:14]=[C:15]([CH3:17])[CH:16]=2)=[CH:5][CH:4]=1)(=[NH:34])[NH2:2] |f:2.3.4,7.8|. Procedure: To a solution of 2-chlorobenzenesulfonic acid 3-[(4-cyanophenyl)methoxy]-5-methylphenyl ester (414 mg, 1.0 mmol), as prepared in the preceding step, in methylene chloride (10 mL) was added 37% HCl in ethanol (20 mL) at 0° C. The mixture was stirred at room temperature for 2 days. The solvent was evaporated and the residue was co-evaporated with methylene chloride several times. The residue was then dissolved in ethanol (20 mL) and ammonium carbonate (385 mg, 4.0 mmol) was added at 0° C. The mixt... The reactants are COC(=O)C(NS(=O)(=O)N1CCC(c2ccc(Br)cc2)CC1)C(C)C, CCCCP(CCCC)CCCC, c1ccccc1, OCc1cccnc1. Product: COC(=O)C(C(C)C)N(Cc1cccnc1)S(=O)(=O)N1CCC(c2ccc(Br)cc2)CC1. As a reaction SMILES: [Br:14][c:15]1[cH:16][cH:17][c:18]([CH:21]2[CH2:22][CH2:23][N:24]([S:27](=[O:28])(=[O:29])[NH:30][CH:31]([C:32](=[O:33])[O:34][CH3:35])[CH:36]([CH3:37])[CH3:38])[CH2:25][CH2:26]2)[cH:19][cH:20]1.[CH2:1]([P:2]([CH2:3][CH2:4][CH2:5][CH3:6])[CH2:7][CH2:8][CH2:9][CH3:10])[CH2:11][CH2:12][CH3:13].[cH:47]1[cH:48][cH:49][cH:50][cH:51][cH:52]1.[n:39]1[cH:40][c:41]([CH2:45][OH:46])[cH:42][cH:43][cH:44]1>>[Br:14][c:15]1[cH:16][cH:17][c:18]([CH:21]2[CH2:22][CH2:23][N:24]([S:27](=[O:28])(=[O:29])[N:30]([CH:31]([C:32](=[O:33])[O:34][CH3:35])[CH:36]([CH3:37])[CH3:38])[CH2:45][c:41]3[cH:40][n:39][cH:44][cH:43][cH:42]3)[CH2:25][CH2:26]2)[cH:19][cH:20]1. Starting materials: C(C)=O (acetaldehyde), ClC=1C(=CC2=C(SC=C2)C1Cl)O (6,7-dichloro-5-hydroxybenzo[b]thiophene), C(CCC)[Li] (n-butyllithium), C(C)=O (acetaldehyde), C(Cl)(Cl)(Cl)Cl.C(=O)=O (carbon tetrachloride dry ice), Cl (hydrochloric acid). Solvent: O1CCCC1 (tetrahydrofuran), O1CCCC1 (tetrahydrofuran). Reaction conditions: time 4 hour. Yields the product ClC=1C(=CC2=C(SC(=C2)C(O)C)C1Cl)O (6,7-dichloro-5-hydroxy-α-methylbenzo[b]thiophene-2-methanol). As a reaction SMILES: [Cl:1][C:2]1[C:3]([OH:12])=[CH:4][C:5]2[CH:9]=[CH:8][S:7][C:6]=2[C:10]=1[Cl:11].C([Li])CCC.C(Cl)(Cl)(Cl)Cl.C(=O)=O.[CH:26](=[O:28])[CH3:27].Cl>O1CCCC1>[Cl:1][C:2]1[C:3]([OH:12])=[CH:4][C:5]2[CH:9]=[C:8]([CH:26]([CH3:27])[OH:28])[S:7][C:6]=2[C:10]=1[Cl:11] |f:2.3|. Procedure details: To a solution of 25 g of 6,7-dichloro-5-hydroxybenzo[b]thiophene in 145 ml of dried tetrahydrofuran at -25° to -30° is added 110 ml of 2.5M n-butyllithium maintaining a temperature below -21°. After the addition, the carbon tetrachloride-dry ice bath is replaced with an ice-water bath and the mixture is stirred at 0°-5° for 4 hrs. A solution of 7.5 ml of freshly distilled acetaldehyde in 10 ml tetrahydrofuran is added dropwise. And additional 2 ml of acetaldehyde is added and the solution is sti...